From a dataset of the Open Reaction Database (ORD), a public repository of structured organic reaction records. describe an organic reaction: reactants, conditions, products, and yield Yields the product Cc1c(Cc2ccc(-n3ccc(Cl)n3)cc2)c(OC(F)F)nc2c(Cl)ccc(OCC(=O)OC(C)(C)C)c12. Reaction SMILES: [C:1]([CH3:2])([CH3:3])([CH3:4])[O:5][C:6]([CH2:7][O:8][c:9]1[c:10]2[c:11]([CH3:40])[c:12]([CH2:24][c:25]3[cH:26][cH:27][c:28]([B:31]4[O:32][C:33]([CH3:34])([CH3:35])[C:36]([CH3:37])([CH3:38])[O:39]4)[cH:29][cH:30]3)[c:13]([O:20][CH:21]([F:22])[F:23])[n:14][c:15]2[c:16]([Cl:19])[cH:17][cH:18]1)=[O:41].[Cl:42][c:43]1[n:44][nH:45][cH:46][cH:47]1>>[C:1]([CH3:2])([CH3:3])([CH3:4])[O:5][C:6]([CH2:7][O:8][c:9]1[c:10]2[c:11]([CH3:40])[c:12]([CH2:24][c:25]3[cH:26][cH:27][c:28](-[n:45]4[n:44][c:43]([Cl:42])[cH:47][cH:46]4)[cH:29][cH:30]3)[c:13]([O:20][CH:21]([F:22])[F:23])[n:14][c:15]2[c:16]([Cl:19])[cH:17][cH:18]1)=[O:41]. Reactants: Cc1c(Cc2ccc(B3OC(C)(C)C(C)(C)O3)cc2)c(OC(F)F)nc2c(Cl)ccc(OCC(=O)OC(C)(C)C)c12, Clc1cc[nH]n1. Starting materials: amide, COCCN1CCN(CC1)CC=1C=C2C(=NC1)SC(=N2)C2=C(N)C=CC=C2 (2-(6-((4-(2-methoxyethyl)piperazin-1-yl)methyl)thiazolo[5,4-b]pyridin-2-yl)aniline), C1(=CC=CC=C1)C=1OC(=C(N1)C(=O)O)C(F)(F)F (2-phenyl-5-(trifluoromethyl)oxazole-4-carboxylic acid). The product is COCCN1CCN(CC1)CC=1C=C2C(=NC1)SC(=N2)C2=C(C=CC=C2)NC(=O)C=2N=C(OC2C(F)(F)F)C2=CC=CC=C2 (N-(2-(6-((4-(2-methoxyethyl)piperazin-1-yl)methyl)thiazolo[5,4-b]pyridin-2-yl)phenyl)-2-phenyl-5-(trifluoromethyl)oxazole-4-carboxamide). As a reaction SMILES: [CH3:1][O:2][CH2:3][CH2:4][N:5]1[CH2:10][CH2:9][N:8]([CH2:11][C:12]2[CH:13]=[C:14]3[N:20]=[C:19]([C:21]4[CH:27]=[CH:26][CH:25]=[CH:24][C:22]=4[NH2:23])[S:18][C:15]3=[N:16][CH:17]=2)[CH2:7][CH2:6]1.[C:28]1([C:34]2[O:35][C:36]([C:42]([F:45])([F:44])[F:43])=[C:37]([C:39](O)=[O:40])[N:38]=2)[CH:33]=[CH:32][CH:31]=[CH:30][CH:29]=1>>[CH3:1][O:2][CH2:3][CH2:4][N:5]1[CH2:10][CH2:9][N:8]([CH2:11][C:12]2[CH:13]=[C:14]3[N:20]=[C:19]([C:21]4[CH:27]=[CH:26][CH:25]=[CH:24][C:22]=4[NH:23][C:39]([C:37]4[N:38]=[C:34]([C:28]5[CH:33]=[CH:32][CH:31]=[CH:30][CH:29]=5)[O:35][C:36]=4[C:42]([F:44])([F:45])[F:43])=[O:40])[S:18][C:15]3=[N:16][CH:17]=2)[CH2:7][CH2:6]1. Procedure: The title compound was prepared according to amide synthesis general method B, utilizing 2-(6-((4-(2-methoxyethyl)piperazin-1-yl)methyl)thiazolo[5,4-b]pyridin-2-yl)aniline and 2-phenyl-5-(trifluoromethyl)oxazole-4-carboxylic acid (1.5 eq). The product was filtered from the crude reaction mixture, evaporated with methanol, and purified by silica gel chromatography (gradient 0 to 10% methanol in CH2Cl2) and by prep HPLC. MS Calcd for C31H29F3N6O3S: 622.20. Found (M+H)+ m/z=623. Starting materials: BrC1=CC(=C(C(=O)OC)C=C1)F (methyl 4-bromo-2-fluorobenzoate), C[Mg+].[Br-] (MeMgBr), CCOCC (Et2O). Run at temperature 25 celsius, time 3 hour. The product is BrC1=CC(=C(C=C1)C(C)(C)O)F (2-(4-bromo-2-fluorophenyl)propan-2-ol). The yield is 91.0%. RXN SMILES: [Br:1][C:2]1[CH:11]=[CH:10][C:5](C(OC)=O)=[C:4]([F:12])[CH:3]=1.[CH3:13][Mg+].[Br-].CC[O:18][CH2:19][CH3:20]>>[Br:1][C:2]1[CH:11]=[CH:10][C:5]([C:19]([OH:18])([CH3:20])[CH3:13])=[C:4]([F:12])[CH:3]=1 |f:1.2|. Procedure: A solution of methyl 4-bromo-2-fluorobenzoate (8.0 g, 34.3 mmol) in anhydrous Et2O (85 mL) was treated with MeMgBr (3.0 M in THF, 30 mL). The resulting solution was stirred at 25° C. for 3 hours before it was quenched by the addition of H2O (10 mL). The mixture was extracted with EtOAc (50 mL) three times and the combined organic extracts were washed with aqueous NH4Cl, brine, and dried over Na2SO4. The solvent was removed in vacuo and the residue was purified by flash column chromatography (0–2... Reactants: O=C1C(CC2=CC=CC=C12)CC(=O)N1CSC[C@H]1C(=O)N1CCCC1 (3-(1-oxo-2-indanacetyl)-4-(R)-(1-pyrrolidinecarbonyl) thiazolidine), [BH4-].[Na+] (NaBH4). The solvent is CO (methanol). The product is OC1C(CC2=CC=CC=C12)CC(=O)N1CSC[C@H]1C(=O)N1CCCC1 (3-(1-hydroxy-2-indanacetyl)-4-(R)-(1-pyrrolidinecarbonyl)thiazolidine). The yield is 108.4%. As a reaction SMILES: [O:1]=[C:2]1[C:10]2[C:5](=[CH:6][CH:7]=[CH:8][CH:9]=2)[CH2:4][CH:3]1[CH2:11][C:12]([N:14]1[C@H:18]([C:19]([N:21]2[CH2:25][CH2:24][CH2:23][CH2:22]2)=[O:20])[CH2:17][S:16][CH2:15]1)=[O:13].[BH4-].[Na+]>CO>[OH:1][CH:2]1[C:10]2[C:5](=[CH:6][CH:7]=[CH:8][CH:9]=2)[CH2:4][CH:3]1[CH2:11][C:12]([N:14]1[C@H:18]([C:19]([N:21]2[CH2:25][CH2:24][CH2:23][CH2:22]2)=[O:20])[CH2:17][S:16][CH2:15]1)=[O:13] |f:1.2|. Procedure details: Dissolved in 20 ml of methanol were 500 mg of 3-(1-oxo-2-indanacetyl)-4-(R)-(1-pyrrolidinecarbonyl) thiazolidine, and 80 mg of NaBH4 were added to the solution. After stirring the mixture at room temperature, the resultant liquid reaction mixture was concentrated under reduced pressure, and the residue was added with water and extracted with chloroform. After the extract was dried over anhydrous magnesium sulfate, chloroform was distilled off under reduced pressure to obtain 545 mg of 3-(1-hydro... Starting materials: ClC1CC2=C(OC3=C1C=C(C=C3)SC)C=CC(=C2)C (10-chloro-10,11-dihydro-2-methyl-8-methylthio-dibenz[ b,f]oxepin), N1(CCNCC1)CCN1C(CCCC1)=O (1-[2-(1-piperazinyl)-ethyl]-2-piperidone). Solvent: C(Cl)(Cl)Cl (chloroform). The product is CC1=CC2=C(OC3=C(C(C2)N2CCN(CC2)CCN2C(CCCC2)=O)C=C(C=C3)SC)C=C1 (1-[2-{4-[10,11-dihydro-2-methyl-8-methylthio-dibenz[b,f]oxepin-10-yl]-1-piperazinyl}-ethyl]-2-piperidone). RXN SMILES: Cl[CH:2]1[C:8]2[CH:9]=[C:10]([S:13][CH3:14])[CH:11]=[CH:12][C:7]=2[O:6][C:5]2[CH:15]=[CH:16][C:17]([CH3:19])=[CH:18][C:4]=2[CH2:3]1.[N:20]1([CH2:26][CH2:27][N:28]2[CH2:33][CH2:32][CH2:31][CH2:30][C:29]2=[O:34])[CH2:25][CH2:24][NH:23][CH2:22][CH2:21]1>C(Cl)(Cl)Cl>[CH3:19][C:17]1[CH:16]=[CH:15][C:5]2[O:6][C:7]3[CH:12]=[CH:11][C:10]([S:13][CH3:14])=[CH:9][C:8]=3[CH:2]([N:23]3[CH2:24][CH2:25][N:20]([CH2:26][CH2:27][N:28]4[CH2:33][CH2:32][CH2:31][CH2:30][C:29]4=[O:34])[CH2:21][CH2:22]3)[CH2:3][C:4]=2[CH:18]=1. Procedure: A solution of 3 g. of 10-chloro-10,11-dihydro-2-methyl-8-methylthio-dibenz[ b,f]oxepin and 5.73 g. of 1-[2-(1-piperazinyl)-ethyl]-2-piperidone in 18 ml. of chloroform is heated at reflux for 20 hours. The solvent is removed in vacuo. The residue is partitioned between benzene and 10% aqueous sodium carbonate solution. The benzene solution is extracted with dilute hydrochloric acid. The acid-aqueous solution is made alkaline with sodium bicarbonate and extracted with benzene. The benzene extract ... Starting materials: O=C([O-])[O-], CC#N, CCOC(C)=O, O=C(CCl)Nc1ccccc1, [K+], [K+], [K+], NCC(O)c1cccc(Br)c1, O=P([O-])(O)O. Yields the product O=C(CNCC(O)c1cccc(Br)c1)Nc1ccccc1. Reaction SMILES: [C:23](=[O:24])([O-:25])[O-:26].[CH3:35][C:36]#[N:37].[CH3:38][CH2:39][O:40][C:41](=[O:42])[CH3:43].[Cl:12][CH2:13][C:14](=[O:15])[NH:16][c:17]1[cH:18][cH:19][cH:20][cH:21][cH:22]1.[K+:27].[K+:28].[K+:34].[NH2:1][CH2:2][CH:3]([OH:4])[c:5]1[cH:6][c:7]([Br:11])[cH:8][cH:9][cH:10]1.[P:29]([O-:30])([OH:31])([OH:32])=[O:33]>>[NH:1]([CH2:2][CH:3]([OH:4])[c:5]1[cH:6][c:7]([Br:11])[cH:8][cH:9][cH:10]1)[CH2:13][C:14](=[O:15])[NH:16][c:17]1[cH:18][cH:19][cH:20][cH:21][cH:22]1. Reactants: O=[O+][O-] (ozone), C1=CC=C(C=C1)P(C2=CC=CC=C2)C3=CC=CC=C3 (Ph3P), ester, CC(C)(C)C(C(=O)OC)(CC=C)C (methyl 2-(1,1-dimethylethyl)-2-methyl-4-pentenoate), O=[O+][O-] (ozone). Solvent: C(Cl)Cl (CH2Cl2). Product: CC(C)(C)C(C(=O)OC)(CC=O)C (methyl 2-(1,1-dimethylethyl)-2-methyl-4-oxobutanoate). The yield is 76.0%. RXN SMILES: [CH3:1][C:2]([C:5]([CH3:13])([CH2:10][CH:11]=C)[C:6]([O:8][CH3:9])=[O:7])([CH3:4])[CH3:3].[O:14]=[O+][O-].C1C=CC(P(C2C=CC=CC=2)C2C=CC=CC=2)=CC=1>C(Cl)Cl>[CH3:1][C:2]([C:5]([CH3:13])([CH2:10][CH:11]=[O:14])[C:6]([O:8][CH3:9])=[O:7])([CH3:4])[CH3:3]. Procedure details: A solution of the olefinic ester, methyl 2-(1,1-dimethylethyl)-2-methyl-4-pentenoate (2.76 g, 15 mmol), in dry CH2Cl2 (60 mL) was reacted with ozone at -78° C. When excess ozone was observed (blue coloration), nitrogen was bubbled through the solution, and Ph3P (5.90 g, 22.5 mmol) was added in one portion while stirring. The system was allowed to warm to room temperature (ca. 2 h) and stirred for 2 more hours. The solvent was removed in vacuo and the residue triturated with hexanes (150 mL). The... The reactants are NC1=C(C=C(C=C1)N1CCN(CC1)C(C)=O)OC (1-(4-(4-amino-3-methoxyphenyl)piperazin-1-yl)ethanone), ClC1=NC=C(C(=N1)NC1=C(C=C(C=C1)N1CCN(CC1)C(C)=O)OCC)Cl (1-(4-(4-(2,5-dichloropyrimidine-4-ylamino)-3-ethoxyphenyl)piperazin-1-yl)ethanone). Run in C(C)OC(C)O.Cl (HCl ethoxyethanol). Product: C(C)(=O)N1CCN(CC1)C1=CC(=C(C=C1)NC1=NC(=NC=C1Cl)NC1=C(C=C(C=C1)N1CCN(CC1)C(C)=O)OC)OCC (1-(4-(4-(4-(4-(4-acetylpiperazin-1-yl)-2-ethoxyphenylamino)-5-chloropyrimidin-2-ylamino)-3-methoxyphenyl)piperazin-1-yl)ethanone). Reaction SMILES: [NH2:1][C:2]1[CH:7]=[CH:6][C:5]([N:8]2[CH2:13][CH2:12][N:11]([C:14](=[O:16])[CH3:15])[CH2:10][CH2:9]2)=[CH:4][C:3]=1[O:17][CH3:18].Cl[C:20]1[N:25]=[C:24]([NH:26][C:27]2[CH:32]=[CH:31][C:30]([N:33]3[CH2:38][CH2:37][N:36]([C:39](=[O:41])[CH3:40])[CH2:35][CH2:34]3)=[CH:29][C:28]=2[O:42][CH2:43][CH3:44])[C:23]([Cl:45])=[CH:22][N:21]=1>C(OC(O)C)C.Cl>[C:39]([N:36]1[CH2:35][CH2:34][N:33]([C:30]2[CH:31]=[CH:32][C:27]([NH:26][C:24]3[C:23]([Cl:45])=[CH:22][N:21]=[C:20]([NH:1][C:2]4[CH:7]=[CH:6][C:5]([N:8]5[CH2:13][CH2:12][N:11]([C:14](=[O:16])[CH3:15])[CH2:10][CH2:9]5)=[CH:4][C:3]=4[O:17][CH3:18])[N:25]=3)=[C:28]([O:42][CH2:43][CH3:44])[CH:29]=2)[CH2:38][CH2:37]1)(=[O:41])[CH3:40] |f:2.3|. Procedure: 1-(4-(4-amino-3-methoxyphenyl)piperazin-1-yl)ethanone (40 mg) prepared in Preparation Example 1 and 1-(4-(4-(2,5-dichloropyrimidine-4-ylamino)-3-ethoxyphenyl)piperazin-1-yl)ethanone (50 mg) prepared in Preparation Example 15 were dissolved in 0.08M HCl ethoxyethanol solution (1.2 mL), and allowed to react at 115° C. overnight. Upon completion of the reaction, the solvent of the mixture was removed under reduced pressure, diluted with ethyl acetate, neutralized with an aqueous saturated sodium ca... Reactants: ClCCl, CC(=O)O, Cc1ncc2n1-c1ccc(Cl)cc1C(c1ccccc1F)=NC2, [Zn]. Product: Cc1ncc2n1-c1ccc(Cl)cc1C(c1ccccc1F)NC2. RXN SMILES: [CH2:24]([Cl:25])[Cl:26].[CH3:27][C:28](=[O:29])[OH:30].[Cl:1][c:2]1[cH:3][cH:4][c:5]2[c:6]([cH:23]1)[C:7]([c:16]1[c:17]([F:22])[cH:18][cH:19][cH:20][cH:21]1)=[N:8][CH2:9][c:10]1[n:11]-2[c:12]([CH3:15])[n:13][cH:14]1.[Zn:31]>>[Cl:1][c:2]1[cH:3][cH:4][c:5]2[c:6]([cH:23]1)[CH:7]([c:16]1[c:17]([F:22])[cH:18][cH:19][cH:20][cH:21]1)[NH:8][CH2:9][c:10]1[n:11]-2[c:12]([CH3:15])[n:13][cH:14]1.